From a dataset of the Open Reaction Database (ORD), a public repository of structured organic reaction records. describe an organic reaction: reactants, conditions, products, and yield Starting materials: COCCCn1c(C2CCCN(C(=O)OC(C)(C)C)C2)nc2cccc(Cl)c21, ClCCl, O=C(O)C(F)(F)F. Product: COCCCn1c(C2CCCNC2)nc2cccc(Cl)c21. As a reaction SMILES: [Cl:1][c:2]1[cH:3][cH:4][cH:5][c:6]2[c:7]1[n:8]([CH2:24][CH2:25][CH2:26][O:27][CH3:28])[c:9]([CH:11]1[CH2:12][N:13]([C:17]([O:18][C:19]([CH3:20])([CH3:21])[CH3:22])=[O:23])[CH2:14][CH2:15][CH2:16]1)[n:10]2.[Cl:36][CH2:37][Cl:38].[OH:29][C:30]([C:31]([F:32])([F:33])[F:34])=[O:35]>>[Cl:1][c:2]1[cH:3][cH:4][cH:5][c:6]2[c:7]1[n:8]([CH2:24][CH2:25][CH2:26][O:27][CH3:28])[c:9]([CH:11]1[CH2:12][NH:13][CH2:14][CH2:15][CH2:16]1)[n:10]2. Reactants: NC1=CC=C(C=C1)CCCN1CCC(CC1)=C1C2=C(C=CC3=C1C=CC=C3)C=CC=C2 (1-(4-Aminophenyl)-3-[4-(5H-dibenzo[a,d]cyclohepten-5-ylidene)-1-piperidinyl]propane), NC1=CC=C(C=C1)CCCN1CCC(CC1)=C1C2=C(C=CC3=C1C=CC=C3)C=CC=C2 (1-(4-Aminophenyl)-3-[4-(5H-dibenzo[a,d]cyclohepten-5-ylidene)-1-piperidinyl]propane), C(C)(=O)OC(C)=O (acetic anhydride). Yields the product C(C)(=O)NC1=CC=C(C=C1)CCCN1CCC(CC1)=C1C2=C(C=CC3=C1C=CC=C3)C=CC=C2 (1-(4-Acetylaminophenyl)-3-[4-(5H-dibenzo[a,d]cyclohepten-5-ylidene)-1-piperidinyl]propane). Isolated yield 92.9%. RXN SMILES: [NH2:1][C:2]1[CH:7]=[CH:6][C:5]([CH2:8][CH2:9][CH2:10][N:11]2[CH2:16][CH2:15][C:14](=[C:17]3[C:23]4[CH:24]=[CH:25][CH:26]=[CH:27][C:22]=4[CH:21]=[CH:20][C:19]4[CH:28]=[CH:29][CH:30]=[CH:31][C:18]3=4)[CH2:13][CH2:12]2)=[CH:4][CH:3]=1.[C:32](OC(=O)C)(=[O:34])[CH3:33]>>[C:32]([NH:1][C:2]1[CH:3]=[CH:4][C:5]([CH2:8][CH2:9][CH2:10][N:11]2[CH2:16][CH2:15][C:14](=[C:17]3[C:18]4[CH:31]=[CH:30][CH:29]=[CH:28][C:19]=4[CH:20]=[CH:21][C:22]4[CH:27]=[CH:26][CH:25]=[CH:24][C:23]3=4)[CH2:13][CH2:12]2)=[CH:6][CH:7]=1)(=[O:34])[CH3:33]. Procedure: This was prepared from 1-(4-Aminophenyl)-3-[4-(5H-dibenzo[a,d]cyclohepten-5-ylidene)-1-piperidinyl]propane (compound 8) and acetic anhydride. Yield 92.9%